From a dataset of the Open Reaction Database (ORD), a public repository of structured organic reaction records. describe an organic reaction: reactants, conditions, products, and yield Starting materials: ClC(Cl)Cl, ClCCl, O=C1CCC(=O)N1Br, O=C1C=C(c2ccncc2)OC12CCCC2. Product: O=C1C(Br)=C(c2ccncc2)OC12CCCC2. RXN SMILES: [Cl:25][CH:26]([Cl:27])[Cl:28].[Cl:29][CH2:30][Cl:31].[O:17]=[C:18]1[N:19]([Br:24])[C:20](=[O:21])[CH2:22][CH2:23]1.[n:1]1[cH:2][cH:3][c:4]([C:7]2=[CH:11][C:10](=[O:12])[C:9]3([O:8]2)[CH2:13][CH2:14][CH2:15][CH2:16]3)[cH:5][cH:6]1>>[n:1]1[cH:2][cH:3][c:4]([C:7]2=[C:11]([Br:24])[C:10](=[O:12])[C:9]3([O:8]2)[CH2:13][CH2:14][CH2:15][CH2:16]3)[cH:5][cH:6]1. Reactants: stainless steel, C (Carbon Black), C(C)N1C(CCC1)=O (N-ethyl-2-pyrrolidone), C1(=CC=CC=C1)C1=CC=CC=C1 (biphenyl), C1(=C(C=CC=C1)N)N (phenylenediamine), fluoro. Yields the product C1(=CC=CC=C1)C1=CC=CC=C1 (biphenyl), C1(=C(C=CC=C1)N)N.C (phenylenediamine carbon black). Reaction SMILES: C.[CH2:2](N1CCCC1=O)C.[C:10]1([C:16]2[CH:21]=[CH:20][CH:19]=[CH:18][CH:17]=2)[CH:15]=[CH:14][CH:13]=[CH:12][CH:11]=1.[C:22]1([NH2:29])[CH:27]=[CH:26][CH:25]=[CH:24][C:23]=1[NH2:28]>>[C:10]1([C:16]2[CH:17]=[CH:18][CH:19]=[CH:20][CH:21]=2)[CH:15]=[CH:14][CH:13]=[CH:12][CH:11]=1.[C:22]1([NH2:29])[CH:27]=[CH:26][CH:25]=[CH:24][C:23]=1[NH2:28].[CH4:2] |f:5.6|. Reported procedure: More specifically, an intermediate transfer coating dispersion was prepared by providing a mixture of Special Carbon Black 4, available from Orion Chemicals, N-ethyl-2-pyrrolidone (NMP) about 18 weight percent of solids, the polyamic acid of biphenyl tetracarboxylicdianhydride/phenylenediamine, and the leveling agent NOVEC™ FC-4432, a fluoro surfactant available from 3M, and which mixture was stirred and subjected to ball milling with 2 millimeter stainless steel shots via an Attritor grinding m... The reactants are ClC1=NC2=C(C3=CN=CC=C13)C=CC=C2C2=NN=CN2 (5-chloro-7-(4H-1,2,4-triazol-3-yl)benzo[c][2,6]naphthyridine), C([O-])([O-])=O.[Cs+].[Cs+] (cesium carbonate), C1(=CC=CC=C1)B(O)O (phenylboronic acid), O (Water). The reagents and catalysts are C1=CC=C(C=C1)P([C-]2C=CC=C2)C3=CC=CC=C3.C1=CC=C(C=C1)P([C-]2C=CC=C2)C3=CC=CC=C3.Cl[Pd]Cl.[Fe+2] (PdCl2(dppf)). Solvent: O1CCOCC1 (dioxane). Run at temperature 120 celsius, time 10 minute. Yields the product C1(=CC=CC=C1)C1=NC2=C(C3=CN=CC=C13)C=CC=C2C2=NN=CN2 (5-phenyl-7-(4H-1,2,4-triazol-3-yl)benzo[c][2,6]naphthyridine). RXN SMILES: Cl[C:2]1[C:11]2[C:6](=[CH:7][N:8]=[CH:9][CH:10]=2)[C:5]2[CH:12]=[CH:13][CH:14]=[C:15]([C:16]3[NH:20][CH:19]=[N:18][N:17]=3)[C:4]=2[N:3]=1.C(=O)([O-])[O-].[Cs+].[Cs+].[C:27]1(B(O)O)[CH:32]=[CH:31][CH:30]=[CH:29][CH:28]=1.O>O1CCOCC1.C1C=CC(P(C2C=CC=CC=2)[C-]2C=CC=C2)=CC=1.C1C=CC(P(C2C=CC=CC=2)[C-]2C=CC=C2)=CC=1.Cl[Pd]Cl.[Fe+2]>[C:27]1([C:2]2[C:11]3[C:6](=[CH:7][N:8]=[CH:9][CH:10]=3)[C:5]3[CH:12]=[CH:13][CH:14]=[C:15]([C:16]4[NH:20][CH:19]=[N:18][N:17]=4)[C:4]=3[N:3]=2)[CH:32]=[CH:31][CH:30]=[CH:29][CH:28]=1 |f:1.2.3,7.8.9.10|. Procedure details: To 5-chloro-7-(4H-1,2,4-triazol-3-yl)benzo[c][2,6]naphthyridine (21.3 mg), cesium carbonate (49 mg) and phenylboronic acid (19 mg) in dioxane (1 mL) was added PdCl2(dppf) under nitrogen atmosphere. The mixture stirred at 120° C. at 300 W (microwave) for 10 min. Water was added and residue obtained after extraction with dichloromethane was purified by preparative HPLC. LCMS (ES) m/z [M+1]+ 324. Reactants: ClCCl, CN1CCNC1=C[N+](=O)[O-], Cc1ccc(S(=O)(=O)N=C=O)cc1. Yields the product Cc1ccc(S(=O)(=O)NC(=O)C(=C2NCCN2C)[N+](=O)[O-])cc1. As a reaction SMILES: [CH2:24]([Cl:25])[Cl:26].[CH3:1][N:2]1[C:3](=[CH:7][N+:8](=[O:9])[O-:10])[NH:4][CH2:5][CH2:6]1.[c:11]1([CH3:23])[cH:12][cH:13][c:14]([S:17](=[O:18])(=[O:19])[N:20]=[C:21]=[O:22])[cH:15][cH:16]1>>[CH3:1][N:2]1[C:3](=[C:7]([N+:8](=[O:9])[O-:10])[C:21]([NH:20][S:17]([c:14]2[cH:13][cH:12][c:11]([CH3:23])[cH:16][cH:15]2)(=[O:18])=[O:19])=[O:22])[NH:4][CH2:5][CH2:6]1. The reactants are FC1=C(C(=O)NC2=CC(=NC=C2)OC)C=C(C=C1)OC(F)(F)F (2-fluoro-N-(2-methoxy-4-pyridyl)-5-(trifluoromethoxy)benzamide), [Si](C)(C)(C)I (TMSI). Run in C(C)#N (acetonitrile). Conditions: temperature 50 celsius, time 8 hour. Product: FC1=C(C(=O)NC2=CC(NC=C2)=O)C=C(C=C1)OC(F)(F)F (2-fluoro-N-(2-oxo-1H-pyridin-4-yl)-5-(trifluoromethoxy)benzamide). The yield is 62.3%. Reaction SMILES: [F:1][C:2]1[CH:18]=[CH:17][C:16]([O:19][C:20]([F:23])([F:22])[F:21])=[CH:15][C:3]=1[C:4]([NH:6][C:7]1[CH:12]=[CH:11][N:10]=[C:9]([O:13]C)[CH:8]=1)=[O:5].[Si](I)(C)(C)C>C(#N)C>[F:1][C:2]1[CH:18]=[CH:17][C:16]([O:19][C:20]([F:23])([F:21])[F:22])=[CH:15][C:3]=1[C:4]([NH:6][C:7]1[CH:12]=[CH:11][NH:10][C:9](=[O:13])[CH:8]=1)=[O:5]. Procedure: To 2-fluoro-N-(2-methoxy-4-pyridyl)-5-(trifluoromethoxy)benzamide (5.0 g, 15.23 mmol) in acetonitrile (167.6 mL) was added TMSI (5.6 mL, 39.60 mmol). The reaction was stirred at 50° C. overnight. The acetonitrile was evaporated and the crude re-dissolved in ethyl acetate. The organics were washed with water, dried over sodium sulfate, filtered and concentrated. Purification by silica gel chromatography a gradient of ethyl acetate in hexanes (0-100%) followed by methanol in dichloromethane (0-20%... The reactants are [Si](C)(C)(C(C)(C)C)OC[C@H](C(C1=CC=CC=C1)=O)NC(OC(C)(C)C)=O ((R)-tert-butyl 3-(tert-butyldimethylsilyloxy)-1-oxo-1-phenylpropan-2-ylcarbamate), C1CCOC1.O (THF H2O), [Na+].[Cl-] (NaCl), C(=O)(O)[O-].[Na+] (NaHCO3). The solvent is C(C)(=O)O (acetic acid). Product: OC[C@H](C(C1=CC=CC=C1)=O)NC(OC(C)(C)C)=O ((R)-tert-butyl 3-hydroxy-1-oxo-1-phenylpropan-2-ylcarbamate). Yield: 94.2%. As a reaction SMILES: [Si]([O:8][CH2:9][C@@H:10]([NH:19][C:20](=[O:26])[O:21][C:22]([CH3:25])([CH3:24])[CH3:23])[C:11](=[O:18])[C:12]1[CH:17]=[CH:16][CH:15]=[CH:14][CH:13]=1)(C(C)(C)C)(C)C.C1COCC1.O.[Na+].[Cl-].C([O-])(O)=O.[Na+]>C(O)(=O)C>[OH:8][CH2:9][C@@H:10]([NH:19][C:20](=[O:26])[O:21][C:22]([CH3:24])([CH3:23])[CH3:25])[C:11](=[O:18])[C:12]1[CH:17]=[CH:16][CH:15]=[CH:14][CH:13]=1 |f:1.2,3.4,5.6|. Procedure: (R)-tert-butyl 3-(tert-butyldimethylsilyloxy)-1-oxo-1-phenylpropan-2-ylcarbamate (23) (1.5 g, 4.0 mmol, 1.0 equiv.) was added to a 100 mL RBF followed by a 1:1 mixture of THF/H2O (20 mL). The mixture was stirred and glacial acetic acid (30 mL) was added to the reaction flask. The reaction stirred for 22 h at rt. The reaction was transferred to a 500 mL separatory funnel with sat. NaCl (75 mL) and sat. NaHCO3 (50 mL). The aqueous layer was extracted with EtOAc (3×75 mL) and the combined organic l... Reactants: O=C([O-])[O-], O=[N+]([O-])c1ccc(F)cc1, [K+], [K+], O=C(Nc1cccc(C(F)(F)F)c1)c1cccc(O)c1. The product is O=C(Nc1cccc(C(F)(F)F)c1)c1cccc(Oc2ccc([N+](=O)[O-])cc2)c1. RXN SMILES: [C:31](=[O:32])([O-:33])[O-:34].[F:21][c:22]1[cH:23][cH:24][c:25]([N+:28](=[O:29])[O-:30])[cH:26][cH:27]1.[K+:35].[K+:36].[OH:1][c:2]1[cH:3][c:4]([C:5](=[O:6])[NH:7][c:8]2[cH:9][c:10]([C:14]([F:15])([F:16])[F:17])[cH:11][cH:12][cH:13]2)[cH:18][cH:19][cH:20]1>>[O:1]([c:2]1[cH:3][c:4]([C:5](=[O:6])[NH:7][c:8]2[cH:9][c:10]([C:14]([F:15])([F:16])[F:17])[cH:11][cH:12][cH:13]2)[cH:18][cH:19][cH:20]1)[c:22]1[cH:23][cH:24][c:25]([N+:28](=[O:29])[O-:30])[cH:26][cH:27]1. The reactants are OCCN1C(N([C@H](C1)C(C)C)C1=NC=2N(C=C1)N=CC2C2=CC=C(C=C2)C2=NN(C=N2)COCC[Si](C)(C)C)=O ((S)-1-(2-hydroxyethyl)-4-isopropyl-3-(3-(4-(1-((2-(trimethylsilyl)ethoxy)methyl)-1H-1,2,4-triazol-3-yl)phenyl)pyrazolo[1,5-a]pyrimidin-5-yl)imidazolidin-2-one), CC1=CC=C(C=C1)S(=O)(=O)Cl (4-methylbenzene-1-sulfonyl chloride). Solvent: N1=CC=CC=C1 (pyridine). Conditions: time 8 hour. The product is CC1=CC=C(C=C1)S(=O)(=O)OCCN1C(N([C@H](C1)C(C)C)C1=NC=2N(C=C1)N=CC2C2=CC=C(C=C2)C2=NN(C=N2)COCC[Si](C)(C)C)=O ((S)-2-(4-isopropyl-2-oxo-3-(3-(4-(1-((2-(trimethylsilyl)ethoxy)methyl)-1H-1,2,4-triazol-3-yl)phenyl)pyrazolo[1,5-a]pyrimidin-5-yl)imidazolidin-1-yl)ethyl 4-methylbenzenesulfonate). Isolated yield 68.8%. Reaction SMILES: [OH:1][CH2:2][CH2:3][N:4]1[CH2:8][C@H:7]([CH:9]([CH3:11])[CH3:10])[N:6]([C:12]2[CH:17]=[CH:16][N:15]3[N:18]=[CH:19][C:20]([C:21]4[CH:26]=[CH:25][C:24]([C:27]5[N:31]=[CH:30][N:29]([CH2:32][O:33][CH2:34][CH2:35][Si:36]([CH3:39])([CH3:38])[CH3:37])[N:28]=5)=[CH:23][CH:22]=4)=[C:14]3[N:13]=2)[C:5]1=[O:40].[CH3:41][C:42]1[CH:47]=[CH:46][C:45]([S:48](Cl)(=[O:50])=[O:49])=[CH:44][CH:43]=1>N1C=CC=CC=1>[CH3:41][C:42]1[CH:47]=[CH:46][C:45]([S:48]([O:1][CH2:2][CH2:3][N:4]2[CH2:8][C@H:7]([CH:9]([CH3:11])[CH3:10])[N:6]([C:12]3[CH:17]=[CH:16][N:15]4[N:18]=[CH:19][C:20]([C:21]5[CH:22]=[CH:23][C:24]([C:27]6[N:31]=[CH:30][N:29]([CH2:32][O:33][CH2:34][CH2:35][Si:36]([CH3:37])([CH3:39])[CH3:38])[N:28]=6)=[CH:25][CH:26]=5)=[C:14]4[N:13]=3)[C:5]2=[O:40])(=[O:50])=[O:49])=[CH:44][CH:43]=1. Procedure details: To a solution of (S)-1-(2-hydroxyethyl)-4-isopropyl-3-(3-(4-(1-((2-(trimethylsilyl)ethoxy)methyl)-1H-1,2,4-triazol-3-yl)phenyl)pyrazolo[1,5-a]pyrimidin-5-yl)imidazolidin-2-one (Example 25, Step 6; 0.160 g, 0.284 mmol) in pyridine was added 4-methylbenzene-1-sulfonyl chloride (0.136 g, 0.711 mmol) and the reaction stirred overnight at ambient temperature. The reaction was next concentrated in vacuo and the reaction chromatographed using EtOAc as eluent to yield (S)-2-(4-isopropyl-2-oxo-3-(3-(4-(1... Starting materials: S(=O)(=O)(OC)OC (dimethyl sulphate), FC=1C=C(C=CC1O)C1C(CN(CC1)C(=O)OCC1=CC=CC=C1)O (benzyl 4-(3-fluoro-4-hydroxyphenyl)-3-hydroxypiperidine-1-carboxylate), C([O-])([O-])=O.[K+].[K+] (potassium carbonate). The solvent is CC(=O)C (acetone). Yields the product FC=1C=C(C=CC1OC)C1C(CN(CC1)C(=O)OCC1=CC=CC=C1)O (Benzyl 4-(3-fluoro-4-methoxyphenyl)-3-hydroxypiperidine-1-carboxylate), SiO2. As a reaction SMILES: [F:1][C:2]1[CH:3]=[C:4]([CH:9]2[CH2:14][CH2:13][N:12]([C:15]([O:17][CH2:18][C:19]3[CH:24]=[CH:23][CH:22]=[CH:21][CH:20]=3)=[O:16])[CH2:11][CH:10]2[OH:25])[CH:5]=[CH:6][C:7]=1[OH:8].[C:26](=O)([O-])[O-].[K+].[K+].S(OC)(OC)(=O)=O>CC(C)=O>[F:1][C:2]1[CH:3]=[C:4]([CH:9]2[CH2:14][CH2:13][N:12]([C:15]([O:17][CH2:18][C:19]3[CH:24]=[CH:23][CH:22]=[CH:21][CH:20]=3)=[O:16])[CH2:11][CH:10]2[OH:25])[CH:5]=[CH:6][C:7]=1[O:8][CH3:26] |f:1.2.3|. Procedure details: A solution of 0.069 g of benzyl 4-(3-fluoro-4-hydroxyphenyl)-3-hydroxypiperidine-1-carboxylate in 5 ml of acetone is admixed with 0.034 g of potassium carbonate and 0.019 ml of dimethyl sulphate. The reaction mixture is stirred at reflux over 5 hours, cooled and filtered through Hyflo. The filtercake is washed with 2×5 ml of acetone and the filtrate is concentrated by evaporation. The residue is taken up in 30 ml of tert-butyl methyl ether, washed with 10 ml of brine, dried over sodium sulphate ... Starting materials: C(C)(C)C1=NNC=C1 (isopropylpyrazole), C(CCC)[Li] (n-butyl lithium), B(OCCCC)(OCCCC)OCCCC (tri-n-butyl borate). Solvent: C1CCOC1 (THF). Reaction conditions: temperature 0 celsius, time 30 minute. Product: C(C)(C)N1N=CC=C1B(O)O (1-isopropyl-1H-pyrazole-5-boronic acid). The yield is 81.4%. Reaction SMILES: C([C:4]1[CH:8]=[CH:7][NH:6][N:5]=1)(C)C.[CH2:9]([Li])[CH2:10][CH2:11]C.[B:14](OCCCC)([O:20]CCCC)[O:15]CCCC>C1COCC1>[CH:10]([N:5]1[C:4]([B:14]([OH:20])[OH:15])=[CH:8][CH:7]=[N:6]1)([CH3:11])[CH3:9]. Procedure: To a solution of isopropylpyrazole (5.0 g, 45.5 mmol) in THF (100 mL) was added n-butyl lithium (31 mL, 50 mmol, 1.6 M in hexane) at −78° C. The mixture was kept stirring at the same temperature for 30 min. and was allowed to warm to 0° C. and stirred for another 30 min. Before adding tri-n-butyl borate (12.6 g, 55 mmol) as one portion, the reaction mixture was cooled to −78° C. After addition, the mixture was stirred at −78° C. for 1 h. and was allowed to warm to r.t. slowly and stirred overnig...